describe an organic reaction: reactants, conditions, products, and yield From a dataset of the Open Reaction Database (ORD), a public repository of structured organic reaction records. Starting materials: CCCCC(O)(Cc1ccccc1)C(=O)O, ClCCl, O=S(=O)(OS(=O)(=O)C(F)(F)F)C(F)(F)F, c1ccncc1. Product: CCCCC(Cc1ccccc1)(OS(=O)(=O)C(F)(F)F)C(=O)O. As a reaction SMILES: [CH2:22]([c:23]1[cH:24][cH:25][cH:26][cH:27][cH:28]1)[C:29]([C:30](=[O:31])[OH:32])([CH2:33][CH2:34][CH2:35][CH3:36])[OH:37].[CH2:38]([Cl:39])[Cl:40].[F:1][C:2]([F:3])([F:4])[S:5](=[O:6])(=[O:7])[O:8][S:9]([C:10]([F:11])([F:12])[F:13])(=[O:14])=[O:15].[cH:16]1[cH:17][cH:18][n:19][cH:20][cH:21]1>>[F:1][C:2]([F:3])([F:4])[S:5](=[O:6])(=[O:7])[O:8][C:29]([CH2:22][c:23]1[cH:24][cH:25][cH:26][cH:27][cH:28]1)([C:30](=[O:31])[OH:32])[CH2:33][CH2:34][CH2:35][CH3:36]. The reactants are NCC(=O)N(C)C=1C(=C(COC=2C=CC=C3C=CC(=NC23)C)C(=CC1)Cl)Cl (8-[3-(N-glycyl-N-methylamino)-2,6-dichlorobenzyloxy]-2-methylquinoline), C(C)(=O)NC1=CC=C(C=N1)/C=C/C(=O)O ((E)-3-(6-acetamidopyridin-3-yl)acrylic acid), ON1N=NC2=C1C=CC=C2 (1-hydroxybenzotriazole), Cl.C(C)N=C=NCCCN(C)C (1-ethyl-3-(3-dimethylaminopropyl)carbodiimide hydrochloride). The solvent is O (water), CN(C=O)C (N,N-dimethylformamide). Reaction conditions: time 2 hour. Product: C(C)(=O)NC1=CC=C(C=N1)/C=C/C(=O)NCC(=O)N(C)C=1C(=C(COC=2C=CC=C3C=CC(=NC23)C)C(=CC1)Cl)Cl (8-[3-[N-[(E)-3-(6-acetamidopyridin-3-yl)acryloylglycyl]-N-methylamino]-2,6-dichlorobenzyloxy]-2methylquinoline). Isolated yield 53.8%. As a reaction SMILES: [NH2:1][CH2:2][C:3]([N:5]([C:7]1[C:8]([Cl:27])=[C:9]([C:23]([Cl:26])=[CH:24][CH:25]=1)[CH2:10][O:11][C:12]1[CH:13]=[CH:14][CH:15]=[C:16]2[C:21]=1[N:20]=[C:19]([CH3:22])[CH:18]=[CH:17]2)[CH3:6])=[O:4].[C:28]([NH:31][C:32]1[N:37]=[CH:36][C:35](/[CH:38]=[CH:39]/[C:40](O)=[O:41])=[CH:34][CH:33]=1)(=[O:30])[CH3:29].ON1C2C=CC=CC=2N=N1.Cl.C(N=C=NCCCN(C)C)C>O.CN(C)C=O>[C:28]([NH:31][C:32]1[N:37]=[CH:36][C:35](/[CH:38]=[CH:39]/[C:40]([NH:1][CH2:2][C:3]([N:5]([C:7]2[C:8]([Cl:27])=[C:9]([C:23]([Cl:26])=[CH:24][CH:25]=2)[CH2:10][O:11][C:12]2[CH:13]=[CH:14][CH:15]=[C:16]3[C:21]=2[N:20]=[C:19]([CH3:22])[CH:18]=[CH:17]3)[CH3:6])=[O:4])=[O:41])=[CH:34][CH:33]=1)(=[O:30])[CH3:29] |f:3.4|. Reported procedure: To a mixture of 8-[3-(N-glycyl-N-methylamino)-2,6-dichlorobenzyloxy]-2-methylquinoline (100 mg), (E)-3-(6-acetamidopyridin-3-yl)acrylic acid (56.1 mg) and N,N-dimethylformamide (2 ml) were added 1-hydroxybenzotriazole (43.4 mg) and 1-ethyl-3-(3-dimethylaminopropyl)carbodiimide hydrochloride (56.9 mg) in a nitrogen stream at 0° C., and the resulting mixture was stirred at ambient temperature for 2 hours. The reaction mixture was poured into water, and extracted with chloroform. The organic layer ... The reactants are [O-]CC.[Na+] (sodium ethoxide), Cl (hydrochloric acid), C(CC(=O)OCC)(=O)OCC (diethyl malonate), CSC=1N=CC2=C(N(C(OC2=O)=O)CC2=CC=3OCOC3C=C2)N1 (7-methylthio-1-piperonyl-2H-pyrimido[4,5-d][1,3]oxazine-2,4(1H)-dione). Run in O (water). The product is C(C)OC(=O)C1=C(C2=C(N=C(N=C2)SC)N(C1=O)CC1=CC=2OCOC2C=C1)O (7,8-dihydro-5-hydroxy-2-methylthio-7-oxo-8-piperonyl pyrido-[2,3-d]pyrimidine-6-carboxylic acid ethyl ester). Reaction SMILES: [O-]CC.[Na+].[C:5]([O:13]CC)(=O)[CH2:6][C:7]([O:9][CH2:10][CH3:11])=[O:8].[CH3:16][S:17][C:18]1[N:19]=[CH:20][C:21]2[C:26](=O)[O:25]C(=O)[N:23]([CH2:29][C:30]3[CH:38]=[CH:37][C:36]4[O:35][CH2:34][O:33][C:32]=4[CH:31]=3)[C:22]=2[N:39]=1.Cl>O>[CH2:10]([O:9][C:7]([C:6]1[C:5](=[O:13])[N:23]([CH2:29][C:30]2[CH:38]=[CH:37][C:36]3[O:35][CH2:34][O:33][C:32]=3[CH:31]=2)[C:22]2[N:39]=[C:18]([S:17][CH3:16])[N:19]=[CH:20][C:21]=2[C:26]=1[OH:25])=[O:8])[CH3:11] |f:0.1|. Procedure details: To a solution of sodium ethoxide (1.6 g., 0.03 g. atom of sodium in 50 ml. of absolute ethanol) was added 4.8 l g. (0.03 mole) of diethyl malonate. The ethanol was removed under suction in a rotary evaporator. To the residue was added 50 ml. of dry dimethyl formamide followed by 3.5 g. (0.01 mole) of 7-methylthio-1-piperonyl-2H-pyrimido[4,5-d][1,3]oxazine-2,4(1H)-dione. The reaction mixture was heated under reflux for 2 hours, cooled in ice and poured into 400 ml. of water. The reaction mixture ...